From a dataset of the Open Reaction Database (ORD), a public repository of structured organic reaction records. describe an organic reaction: reactants, conditions, products, and yield The reactants are CCO, CCOC(=O)C=Cc1ccc([N+](=O)[O-])c(OC)n1, [Cl-], [Fe], [NH4+], O. Product: CCOC(=O)C=Cc1ccc(N)c(OC)n1. RXN SMILES: [CH3:21][CH2:22][OH:23].[CH3:3][O:4][c:5]1[c:6]([N+:18]([O-:19])=[O:20])[cH:7][cH:8][c:9]([CH:11]=[CH:12][C:13](=[O:14])[O:15][CH2:16][CH3:17])[n:10]1.[Cl-:1].[Fe:25].[NH4+:2].[OH2:24]>>[CH3:3][O:4][c:5]1[c:6]([NH2:18])[cH:7][cH:8][c:9]([CH:11]=[CH:12][C:13](=[O:14])[O:15][CH2:16][CH3:17])[n:10]1. The reactants are BrC=1C=C2C(=CNC2=C(C1)C(=O)N)C1CCN(CC1)S(=O)(=O)CC (5-bromo-3-[1-(ethylsulfonyl)-4-piperidinyl]-1H-indole-7-carboxamide), CN1CC(N(CC1)C1=CC=C(C=C1)B1OC(C(O1)(C)C)(C)C)=O (4-methyl-1-[4-(4,4,5,5-tetramethyl-1,3,2-dioxaborolan-2-yl)phenyl]-2-piperazinone), C([O-])([O-])=O.[K+].[K+] (potassium carbonate). The reagents and catalysts are Cl[Pd-]([C-]1C(=CC=C1)CN(C)C)P(C1C2CCC(C1)C2)C2C1CCC(C2)C1.[CH-]1C=CC=C1.[Fe+2] (chloro(di-2-norbornylphosphino)(2-dimethylaminomethylferrocen-1-yl)palladium (II)). Solvent: O1CCOCC1 (dioxane), O (H2O). Run at temperature 160 celsius. Product: C(C)S(=O)(=O)N1CCC(CC1)C1=CNC2=C(C=C(C=C12)C1=CC=C(C=C1)N1C(CN(CC1)C)=O)C(=O)N (3-[1-(ethylsulfonyl)-4-piperidinyl]-5-[4-(4-methyl-2-oxo-1-piperazinyl)phenyl]-1H-indole-7-carboxamide). The yield is 7.6%. RXN SMILES: Br[C:2]1[CH:3]=[C:4]2[C:8](=[C:9]([C:11]([NH2:13])=[O:12])[CH:10]=1)[NH:7][CH:6]=[C:5]2[CH:14]1[CH2:19][CH2:18][N:17]([S:20]([CH2:23][CH3:24])(=[O:22])=[O:21])[CH2:16][CH2:15]1.[CH3:25][N:26]1[CH2:31][CH2:30][N:29]([C:32]2[CH:37]=[CH:36][C:35](B3OC(C)(C)C(C)(C)O3)=[CH:34][CH:33]=2)[C:28](=[O:47])[CH2:27]1.C(=O)([O-])[O-].[K+].[K+]>O1CCOCC1.O.Cl[Pd-](P(C1CC2CC1CC2)C1CC2CC1CC2)[C-]1C=CC=C1CN(C)C.[CH-]1C=CC=C1.[Fe+2]>[CH2:23]([S:20]([N:17]1[CH2:18][CH2:19][CH:14]([C:5]2[C:4]3[C:8](=[C:9]([C:11]([NH2:13])=[O:12])[CH:10]=[C:2]([C:35]4[CH:34]=[CH:33][C:32]([N:29]5[CH2:30][CH2:31][N:26]([CH3:25])[CH2:27][C:28]5=[O:47])=[CH:37][CH:36]=4)[CH:3]=3)[NH:7][CH:6]=2)[CH2:15][CH2:16]1)(=[O:22])=[O:21])[CH3:24] |f:2.3.4,7.8.9|. Procedure details: To 5-bromo-3-[1-(ethylsulfonyl)-4-piperidinyl]-1H-indole-7-carboxamide (20 mg, 0.048 mmol) was added 4-methyl-1-[4-(4,4,5,5-tetramethyl-1,3,2-dioxaborolan-2-yl)phenyl]-2-piperazinone (31 mg, 0.097 mmol) in dioxane (3.0 mL) and H2O (1.0 mL), potassium carbonate (13 mg, 0.097 mmol) and chloro(di-2-norbornylphosphino)(2-dimethylaminomethylferrocen-1-yl)palladium (II) (10 mg, 0.016 mmol). The reaction mixture was reacted in a microwave at 160° C. for 10 min. The reaction mixture was heated in a micr...